Task: describe an organic reaction: reactants, conditions, products, and yield. Dataset: the Open Reaction Database (ORD), a public repository of structured organic reaction records Starting materials: ClC1=C(C=CC(=C1)Cl)C1=NC(=CC=C1[N+](=O)[O-])Cl (2-(2,4-dichlorophenyl)-6-chloro-3-nitropyridine), NCCNC1=NC(=C(C=C1)[N+](=O)[O-])N ((2-aminoethyl)(6-amino-5-nitro(2-pyridyl))amine), C(C)(C)N(C(C)C)CC (N,N-diisopropylethylamine). Run in CN(C)C=O (DMF). Product: NC1=C(C=CC(=N1)NCCNC1=NC(=C(C=C1)[N+](=O)[O-])C1=C(C=C(C=C1)Cl)Cl)[N+](=O)[O-] ({2-[(6-amino-5-nitro(2-pyridyl))amino]ethyl}[6-(2,4-dichlorophenyl)-5-nitro(2-pyridyl)]amine). RXN SMILES: [Cl:1][C:2]1[CH:7]=[C:6]([Cl:8])[CH:5]=[CH:4][C:3]=1[C:9]1[C:14]([N+:15]([O-:17])=[O:16])=[CH:13][CH:12]=[C:11](Cl)[N:10]=1.[NH2:19][CH2:20][CH2:21][NH:22][C:23]1[CH:28]=[CH:27][C:26]([N+:29]([O-:31])=[O:30])=[C:25]([NH2:32])[N:24]=1.C(N(CC)C(C)C)(C)C>CN(C=O)C>[NH2:32][C:25]1[N:24]=[C:23]([NH:22][CH2:21][CH2:20][NH:19][C:11]2[CH:12]=[CH:13][C:14]([N+:15]([O-:17])=[O:16])=[C:9]([C:3]3[CH:4]=[CH:5][C:6]([Cl:8])=[CH:7][C:2]=3[Cl:1])[N:10]=2)[CH:28]=[CH:27][C:26]=1[N+:29]([O-:31])=[O:30]. Procedure: 1 mmol of 2-(2,4-dichlorophenyl)-6-chloro-3-nitropyridine was taken with 2 mmol of (2-aminoethyl)(6-amino-5-nitro(2-pyridyl))amine and 3 mmol of N,N-diisopropylethylamine in 2 ml of DMF at 80° C. for two hours. The reaction mixture was concentrated in vacuo and diluted with water and ethyl acetate. The solution was extracted three times with ethyl acetate, dried over sodium sulfate, and purified by column chromatography eluting with 5-10% methanol/methylene chloride to obtain {2-[(6-amino-5-nitr... The reactants are [H-].[H-].[H-].[H-].[Li+].[Al+3] (LAH), O1COC2=C1C=CC(=C2)C2=NSC(=C2COC2=C(C=C(C=C2F)CCC(=O)OCC)F)C(F)(F)F (ethyl 3-(4-((3-(benzo[d][1,3]dioxol-5-yl)-5-(trifluoromethyl) isothiazol-4-yl)methoxy)-3,5-difluorophenyl)propanoate). Yields the product O1COC2=C1C=CC(=C2)C2=NSC(=C2COC2=C(C=C(C=C2F)CCCO)F)C(F)(F)F (3-(4-[[3-(2H-1,3-benzodioxol-5-yl)-5-(trifluoromethyl)-1,2-thiazol-4-yl]methoxy]-3,5-difluorophenyl)propan-1-ol). RXN SMILES: [H-].[H-].[H-].[H-].[Li+].[Al+3].[O:7]1[C:11]2[CH:12]=[CH:13][C:14]([C:16]3[C:20]([CH2:21][O:22][C:23]4[C:28]([F:29])=[CH:27][C:26]([CH2:30][CH2:31][C:32](OCC)=[O:33])=[CH:25][C:24]=4[F:37])=[C:19]([C:38]([F:41])([F:40])[F:39])[S:18][N:17]=3)=[CH:15][C:10]=2[O:9][CH2:8]1>>[O:7]1[C:11]2[CH:12]=[CH:13][C:14]([C:16]3[C:20]([CH2:21][O:22][C:23]4[C:28]([F:29])=[CH:27][C:26]([CH2:30][CH2:31][CH2:32][OH:33])=[CH:25][C:24]=4[F:37])=[C:19]([C:38]([F:40])([F:41])[F:39])[S:18][N:17]=3)=[CH:15][C:10]=2[O:9][CH2:8]1 |f:0.1.2.3.4.5|. Procedure: The title compound was prepared according to the procedure described in Example 111 by LAH reduction of ethyl 3-(4-((3-(benzo[d][1,3]dioxol-5-yl)-5-(trifluoromethyl) isothiazol-4-yl)methoxy)-3,5-difluorophenyl)propanoate to afford the desired product as an off-white solid. 1H NMR (300 MHz, CD3OD) δ 7.28 (d, J=8.1 Hz, 1H), 7.18 (s, 1H), 6.89 (d, J=8.1 Hz, 1H), 6.80 (d, J=9.3 Hz, 2H), 6.03 (s, 2H), 5.20 (s, 2H), 3.52 (t, J=6.3 Hz, 2H), 2.62 (t, J=7.2 Hz, 2H), 1.82-1.76 (m, 2H). Mass spectrum (ESI,... The reactants are Cl (hydrochloric acid), C(C)O (ethanol), [N+](=O)([O-])C1=CC=C(CN2N=CN=C2)C=C1 (1-(4-nitrobenzyl)-1,2,4-triazole). Reagents/catalysts: [Pd] (Pd). Run in O (water). Conditions: temperature 60 celsius, time 1 hour. The product is NC1=CC=C(CN2N=CN=C2)C=C1 (1-(4-aminobenzyl)-1,2,4-triazole). The yield is 96.0%. RXN SMILES: Cl.C(O)C.[N+:5]([C:8]1[CH:19]=[CH:18][C:11]([CH2:12][N:13]2[CH:17]=[N:16][CH:15]=[N:14]2)=[CH:10][CH:9]=1)([O-])=O>O.[Pd]>[NH2:5][C:8]1[CH:19]=[CH:18][C:11]([CH2:12][N:13]2[CH:17]=[N:16][CH:15]=[N:14]2)=[CH:10][CH:9]=1. Reported procedure: A stainless steel vessel was inerted with nitrogen and connected via its vent to a mobile scrubber unit. The scrubber was charged with very dilute hydrochloric acid. The vessel was charged with 96% ethanol (40 kg) followed by 1-(4-nitrobenzyl)-1,2,4-triazole (9.62 kg). The vessel was re-inerted with nitrogen and a slurry of 10% Pd/c catalyst (Engelhardt type 4505, 192 g) in water added to the stirred batch via the addition funnel. The vessel, funnel and line were rinsed with water. Total water u... Run in C1CCOC1 (THF). The reagents and catalysts are [Cu]I (CuI). Starting materials: C(#C)C1=CC(=C(OCCO)C=C1)C (2-(4-ethynyl-2-methylphenoxy)ethanol), BrC1=NC=C(C=C1)Br (2,5-dibromopyridine), bis(triphenylphosphane)palladium (II) chloride, C(C)(C)NC(C)C (diisopropylamine). As a reaction SMILES: [C:1]([C:3]1[CH:12]=[CH:11][C:6]([O:7][CH2:8][CH2:9][OH:10])=[C:5]([CH3:13])[CH:4]=1)#[CH:2].Br[C:15]1[CH:20]=[CH:19][C:18]([Br:21])=[CH:17][N:16]=1.C(NC(C)C)(C)C>C1COCC1.[Cu]I>[Br:21][C:18]1[CH:19]=[CH:20][C:15]([C:2]#[C:1][C:3]2[CH:12]=[CH:11][C:6]([O:7][CH2:8][CH2:9][OH:10])=[C:5]([CH3:13])[CH:4]=2)=[N:16][CH:17]=1. Reported procedure: 0.26 g (1.36 mmol) of CuI was added to a degassed solution of 11.98 g (68.00 mmol) of 2-(4-ethynyl-2-methylphenoxy)ethanol, 16.11 g (68.00 mmol) of 2,5-dibromopyridine, 0.96 g (1.36 mmol) of bis(triphenylphosphane)palladium (II) chloride, and 19.22 mL (136.00 mmol) of diisopropylamine in 500 mL of THF and the mixture was stirred for 4 hours at RT. The reaction mixture was evaporated down in vacuo and the residue taken up in 800 mL of EtOAc. The organic phase was with water and saturated aqueous ... Reaction conditions: time 4 hour. Product: BrC=1C=CC(=NC1)C#CC1=CC(=C(OCCO)C=C1)C (2-[4-(5-bromopyridin-2-ylethynyl)-2-methylphenoxy]ethanol).